describe an organic reaction: reactants, conditions, products, and yield From a dataset of the Open Reaction Database (ORD), a public repository of structured organic reaction records. Reactants: solution, C(C)[Mg]Br (ethyl magnesium bromide), C#CCCCCCCCC (1-decyne), ClCC#CCCl (1,4-dichloro-2-butyne), [NH4+].[Cl-] (NH4Cl). Reagents/catalysts: [Cu]Cl (copper(I) chloride). Run in C1CCOC1 (THF), C1CCOC1 (THF), C1CCOC1 (THF). Conditions: time 30 minute. Yields the product ClCC#CCC#CCCCCCCCC (1-chloro-2,5-tetradecadiyne), oil. The yield is 52.4%. RXN SMILES: C([Mg]Br)C.[CH:5]#[C:6][CH2:7][CH2:8][CH2:9][CH2:10][CH2:11][CH2:12][CH2:13][CH3:14].[Cl:15][CH2:16][C:17]#[C:18][CH2:19]Cl.[NH4+].[Cl-]>C1COCC1.[Cu]Cl>[Cl:15][CH2:16][C:17]#[C:18][CH2:19][C:5]#[C:6][CH2:7][CH2:8][CH2:9][CH2:10][CH2:11][CH2:12][CH2:13][CH3:14] |f:3.4|. Procedure: 38 ml of a 1M solution of ethyl magnesium bromide in THF were added dropwise, at room temperature, to a solution of 5 grams of 1-decyne in 15 ml of anhydrous THF, under an inert atmosphere. With the addition complete, the mixture was maintained under stirring for 30 min at room temperature and then heated under reflux for 1 h 30 min. The mixture was cooled to room temperature and then 286 mg of copper(I) chloride were added and the mixture was again heated under reflux for 1 hour. It was then co... Reactants: CSC(=C[N+](=O)[O-])Nc1ccc(OC(F)(F)F)cc1, CCO, NN, O. The product is NNC(=C[N+](=O)[O-])Nc1ccc(OC(F)(F)F)cc1. As a reaction SMILES: [CH3:1][S:2][C:3](=[CH:4][N+:5](=[O:6])[O-:7])[NH:8][c:9]1[cH:10][cH:11][c:12]([O:15][C:16]([F:17])([F:18])[F:19])[cH:13][cH:14]1.[CH3:23][CH2:24][OH:25].[NH2:21][NH2:22].[OH2:20]>>[C:3](=[CH:4][N+:5](=[O:6])[O-:7])([NH:8][c:9]1[cH:10][cH:11][c:12]([O:15][C:16]([F:17])([F:18])[F:19])[cH:13][cH:14]1)[NH:21][NH2:22].